Dataset: the Open Reaction Database (ORD), a public repository of structured organic reaction records. Task: describe an organic reaction: reactants, conditions, products, and yield Reactants: CC(C)(C)OC(=O)N1CCc2c(-c3ccc(C#N)cc3)nn(Cc3ccccc3)c2CC1, CC(C)(C)OC(=O)N1CCc2cnn(Cc3ccccc3)c2CC1, ClCCl, O=C(O)C(F)(F)F. Product: N#Cc1ccc(-c2nn(Cc3ccccc3)c3c2CCNCC3)cc1. RXN SMILES: [C:1]([O:2][C:3](=[O:4])[N:8]1[CH2:9][CH2:10][c:11]2[c:12](-[c:25]3[cH:26][cH:27][c:28]([C:31]#[N:32])[cH:29][cH:30]3)[n:13][n:14]([CH2:18][c:19]3[cH:20][cH:21][cH:22][cH:23][cH:24]3)[c:15]2[CH2:16][CH2:17]1)([CH3:5])([CH3:6])[CH3:7].[C:33]([O:34][C:35]([N:36]1[CH2:37][CH2:38][c:39]2[n:40]([CH2:41][c:42]3[cH:43][cH:44][cH:45][cH:46][cH:47]3)[n:48][cH:49][c:50]2[CH2:51][CH2:52]1)=[O:53])([CH3:54])([CH3:55])[CH3:56].[Cl:64][CH2:65][Cl:66].[F:57][C:58]([F:59])([F:60])[C:61]([OH:62])=[O:63]>>[NH:8]1[CH2:9][CH2:10][c:11]2[c:12](-[c:25]3[cH:26][cH:27][c:28]([C:31]#[N:32])[cH:29][cH:30]3)[n:13][n:14]([CH2:18][c:19]3[cH:20][cH:21][cH:22][cH:23][cH:24]3)[c:15]2[CH2:16][CH2:17]1. The reactants are CC(=O)Cl, CN(C)C=O, CO, COC(=O)c1cc2ccc(C)cc2[nH]1, [H-], [Na+], O. Yields the product COC(=O)c1cc2ccc(C)cc2n1C(C)=O. RXN SMILES: [CH3:17][C:18]([Cl:19])=[O:20].[CH3:22][N:23]([CH3:24])[CH:25]=[O:26].[CH3:27][OH:28].[CH3:3][O:4][C:5](=[O:6])[c:7]1[nH:8][c:9]2[cH:10][c:11]([CH3:16])[cH:12][cH:13][c:14]2[cH:15]1.[H-:1].[Na+:2].[OH2:21]>>[CH3:3][O:4][C:5](=[O:6])[c:7]1[n:8]([C:18]([CH3:17])=[O:20])[c:9]2[cH:10][c:11]([CH3:16])[cH:12][cH:13][c:14]2[cH:15]1. Reactants: CC(Cl)c1cccnc1, OC%11=C(C=CC=C%11)C%12=CSC(C)=N%12. The reagents and catalysts are O=C([O-])[O-].[Cs+].[Cs+] (cesium carbonate), [I-].[K+] (potassium iodide). Run in CN(C)C=O (DMF), CN(C)C=O (dmf), CN(C)C=O (DMF). Run at temperature 70 celsius, time 16 hour. Yields the product Cc1nc(-c2ccccc2OC(C)c2cccnc2)cs1. Starting materials: CC(C(=O)OCC)C(=O)OCC (diethyl methylmalonate), C(O)([O-])=O.[Na+] (sodium hydrogencarbonate), [H-].[Na+] (sodium hydride), ClC1=CC(=NC=C1)CCl (4-chloropicolyl hydrochloride). The solvent is CN(C=O)C (N,N-dimethylformamide), CN(C=O)C (N,N-Dimethylformamide). Run at time 5 minute. Yields the product CC(C(=O)OCC)(C(=O)OCC)CC1=CC=NC=C1 (diethyl 2-methyl-2-(4-pyridylmethyl)malonate). Reaction SMILES: [H-].[Na+].[CH3:3][CH:4]([C:10]([O:12][CH2:13][CH3:14])=[O:11])[C:5]([O:7][CH2:8][CH3:9])=[O:6].Cl[C:16]1[CH:21]=[CH:20][N:19]=[C:18](CCl)[CH:17]=1.[C:24](=O)([O-])O.[Na+]>CN(C)C=O>[CH3:3][C:4]([CH2:24][C:16]1[CH:17]=[CH:18][N:19]=[CH:20][CH:21]=1)([C:5]([O:7][CH2:8][CH3:9])=[O:6])[C:10]([O:12][CH2:13][CH3:14])=[O:11] |f:0.1,4.5|. Reported procedure: N,N-Dimethylformamide (143 ml) was added to sodium hydride (5.36 g, 134 mmol) under a nitrogen atmosphere, and the mixture was stirred under ice-cooling. A solution of diethyl methylmalonate (11.7 g, 67.1 mmol) in N,N-dimethylformamide (40 ml) was added dropwise to the mixture over five minutes, after 10 minutes, 4-chloropicolyl hydrochloride (10.0 g, 61.0 mmol) was added thereto little by little over five minutes, and the temperature was raised to room temperature. After one hour, a saturated a... Starting materials: C(C)OC(=O)C1=C(C=C(C=C1)C)S[C@@H]1C[C@@H]2C[C@H](N(C[C@@H]2CC1)C(=O)OC)C(=O)OCC (Ethyl(3S, 4aS, 6S, 8aR)6-((2-ethoxycarbonyl-5-methylphenyl)thio)-2-methoxycarbonyl-1,2,3,4,4a,5,6,7,8,8a-decahydroisoquinoline-3-carboxylate), Cl (hydrochloric acid). Product: Cl.C(=O)(O)C1=C(C=C(C=C1)C)S[C@@H]1C[C@@H]2C[C@H](NC[C@@H]2CC1)C(=O)O ((3S, 4aS, 6S, 8aR)6-((2-Carboxy-5-methylphenyl)thio)-1,2,3,4,4a,5,6,7,8,8a-decahydroisoquinoline-3-carboxylic acid hydrochloride). Yield: 84.0%. RXN SMILES: C([O:3][C:4]([C:6]1[CH:11]=[CH:10][C:9]([CH3:12])=[CH:8][C:7]=1[S:13][C@H:14]1[CH2:23][CH2:22][C@@H:21]2[C@@H:16]([CH2:17][C@@H:18]([C:28]([O:30]CC)=[O:29])[N:19](C(OC)=O)[CH2:20]2)[CH2:15]1)=[O:5])C.[ClH:33]>>[ClH:33].[C:4]([C:6]1[CH:11]=[CH:10][C:9]([CH3:12])=[CH:8][C:7]=1[S:13][C@H:14]1[CH2:23][CH2:22][C@@H:21]2[C@@H:16]([CH2:17][C@@H:18]([C:28]([OH:30])=[O:29])[NH:19][CH2:20]2)[CH2:15]1)([OH:5])=[O:3] |f:2.3|. Procedure: Following the procedures for Example 22, Step D, extensive hydrolysis of material from step C (54 mg, 0.12 mmol) with 6M hydrochloric acid (3 mL) gave the title product (39 mg, 84% yield).